From a dataset of the Open Reaction Database (ORD), a public repository of structured organic reaction records. describe an organic reaction: reactants, conditions, products, and yield Reactants: C1(=CC=CC=C1)S(=O)(=O)CC1=CC=C(C(=C1C(=O)OCC)OCCNC(=O)OC(C)(C)C)C1=COC=C1 (ethyl 6-(benzenesulphonylmethyl)-2-[2-(t-butoxycarbonyl)aminoethoxy]-3-(furan-3-yl)benzoate), C(C)(C)(C)OC(=O)NCCBr (2-[N-(t-butoxycarbonyl)amino]ethyl bromide), O1C=C(C=C1)C=1C(=C(C(=O)OC)C(=CC1)CS(=O)(=O)C1=C(C=CC=C1)OC)OC (methyl 3-(furan-3-yl)-2-methoxy-6-(2-methoxybenzenesulphonylmethyl)benzoate), O1C=C(C=C1)C=1C(=C(C(=O)OC)C(=CC1)CS(=O)(=O)C1=C(C=CC=C1)OC)OC (methyl 3-(furan-3-yl)-2-methoxy-6-(2-methoxybenzenesulphonylmethyl)benzoate). Product: C(C)(C)(C)OC(=O)NCCOC1=C(C(=O)OC)C(=CC=C1C1=COC=C1)CS(=O)(=O)C1=C(C=CC=C1)OC (Methyl 2-[2-(t-butoxycarbonyl)aminoethoxy]-3-(furan-3-yl)-6-(2-methoxybenzenesulphonylmethyl)benzoate). Reaction SMILES: [C:1]1([S:7]([CH2:10][C:11]2[C:16]([C:17]([O:19][CH2:20]C)=[O:18])=[C:15]([O:22][CH2:23][CH2:24][NH:25][C:26]([O:28][C:29]([CH3:32])([CH3:31])[CH3:30])=[O:27])[C:14]([C:33]3[CH:37]=[CH:36][O:35][CH:34]=3)=[CH:13][CH:12]=2)(=[O:9])=[O:8])[CH:6]=[CH:5][CH:4]=[CH:3][CH:2]=1.[O:38]1C=CC(C2C(OC)=C(C(CS(C3C=CC=CC=3OC)(=O)=O)=CC=2)C(OC)=O)=[CH:39]1.C(OC(NCCBr)=O)(C)(C)C>>[C:29]([O:28][C:26]([NH:25][CH2:24][CH2:23][O:22][C:15]1[C:14]([C:33]2[CH:37]=[CH:36][O:35][CH:34]=2)=[CH:13][CH:12]=[C:11]([CH2:10][S:7]([C:1]2[CH:6]=[CH:5][CH:4]=[CH:3][C:2]=2[O:38][CH3:39])(=[O:8])=[O:9])[C:16]=1[C:17]([O:19][CH3:20])=[O:18])=[O:27])([CH3:30])([CH3:32])[CH3:31]. Procedure: Prepared by proceeding in a similar manner to Intermediate 10, starting from methyl 3-(furan-3-yl)-2-hydroxy-6-(2-methoxybenzenesulphonylmethyl)benzoate (Intermediate 39) and 2-[N-(t-butoxycarbonyl)amino]ethyl bromide. The reactants are C(#N)[BH3-].[Na+] (sodium cyanoborohydride), C1(=CC=CC=C1)P(C1=CC=CC=C1)C1=CC=CC=C1 (Triphenylphosphine), C1=CC=C(C=C1)CNC(=O)CN2C=C(C3=CC=CC=C32)C=O (aldehyde resin), N(=[N+]=[N-])C[C@@H]1CN(C(O1)=O)C1=CC(=C(C=C1)C(OC)OC)F (5-(S)-azidomethyl-3-[4′-dimethoxymethyl-3′-fluorophenyl]-oxazolidine-2-one). The solvent is C1CCOC1 (THF), C1CCOC1 (THF). Run at time 2 hour. Product: NC[C@H]1CN(C(O1)=O)C1=CC(=C(C=C1)C(OC)OC)F (5-(S)-Aminomethyl-3-[4′-dimethoxymethyl-3′-fluorophenyl]-oxazolidine-2-one). Reaction SMILES: C1(P(C2C=CC=CC=2)C2C=CC=CC=2)C=CC=CC=1.C1C=CC(CNC(CN2C3C(=CC=CC=3)C(C=O)=C2)=O)=CC=1.[N:42]([CH2:45][C@H:46]1[O:50][C:49](=[O:51])[N:48]([C:52]2[CH:57]=[CH:56][C:55]([CH:58]([O:61][CH3:62])[O:59][CH3:60])=[C:54]([F:63])[CH:53]=2)[CH2:47]1)=[N+]=[N-].C([BH3-])#N.[Na+]>C1COCC1>[NH2:42][CH2:45][C@@H:46]1[O:50][C:49](=[O:51])[N:48]([C:52]2[CH:57]=[CH:56][C:55]([CH:58]([O:59][CH3:60])[O:61][CH3:62])=[C:54]([F:63])[CH:53]=2)[CH2:47]1 |f:3.4|. Reported procedure: Triphenylphosphine (0.130 g, 0.496 mmol) was added to a mixture of BAL aldehyde resin (0.57 g, 0.165 mmol) and 5-(S)-azidomethyl-3-[4′-dimethoxymethyl-3′-fluorophenyl]-oxazolidine-2-one (0.154 g, 0.496 mmol) in THF (3 ml) at room temperature. The mixture was stirred at room temperature for 2 h, and then at 75° C. for 16 h. The mixture was cooled to room temperature, and 1 M sodium cyanoborohydride in THF (0.99 ml, 0.992 mmol) was added in one portion. The reaction mixture was agitated for 8 h. T... The reactants are solution, CC(C)([O-])C.[K+] (potassium tert. butoxide), O (water), S(=O)(=O)(O)O.COC(N)=N (O-methylisourea hydrogensulfate), CNC(CC)=O (propanoic acid methyl amide), CC(C)O (2-propanol). The solvent is C(C)(C)(C)O (tert. butanol), ClCCl (dichloromethane), ClCCl (dichloromethane), C(C)(=O)OCC (ethyl acetate). Reaction conditions: time 10 minute. The product is CNC(=O)C=1C(=NC(=NC1)OC)C1=CC(=C(C(=C1)C(C)(C)C)O)C(C)(C)C (4-(3,5-di-tert-butyl-4-hydroxy-phenyl)-2-methoxy-pyrimidine-5-carboxylic Acid Methylamide). The yield is 32.8%. RXN SMILES: S(O)(O)(=O)=O.[CH3:6][O:7][C:8](=[NH:10])[NH2:9].[CH3:11][NH:12][C:13](=[O:16])[CH2:14][CH3:15].[CH3:17][C:18]([CH3:21])([O-])[CH3:19].[K+].O.[CH3:24][CH:25]([OH:27])[CH3:26]>C(O)(C)(C)C.ClCCl.C(OCC)(=O)C>[CH3:11][NH:12][C:13]([C:14]1[C:17]([C:18]2[CH:21]=[C:26]([C:18]([CH3:21])([CH3:19])[CH3:17])[C:25]([OH:27])=[C:24]([C:18]([CH3:21])([CH3:19])[CH3:17])[CH:19]=2)=[N:10][C:8]([O:7][CH3:6])=[N:9][CH:15]=1)=[O:16] |f:0.1,3.4|. Procedure: O-methylisourea hydrogensulfate (3.44 g, 20 mmol) was added to a solution of 3-(3,5-di-tert-butyl-4-hydroxy-phenyl)-3-oxo-2-(dimethylamino)methylene]-propanoic acid methyl amide (3.55 g, 9.84 mmol) in 2-propanol (37.5 mL). The suspension was stirred at room temperature for 10 min then a 1 M solution of potassium tert. butoxide in tert. butanol (37.5 mL) was added and the mixture was immersed into a bath maintained at 80° C. and stirred for 4 hours. The reaction mixture was allowed to cool to amb... The reactants are B, C1CCOC1, C1CCOC1, CC(C)(NC(=O)CCCCn1ccnc1)c1ccc(Cl)cc1. Yields the product CC(C)(NCCCCCn1ccnc1)c1ccc(Cl)cc1. As a reaction SMILES: [BH3:23].[CH2:24]1[O:25][CH2:26][CH2:27][CH2:28]1.[CH2:29]1[O:30][CH2:31][CH2:32][CH2:33]1.[Cl:1][c:2]1[cH:3][cH:4][c:5]([C:8]([CH3:9])([CH3:10])[NH:11][C:12]([CH2:13][CH2:14][CH2:15][CH2:16][n:17]2[cH:18][n:19][cH:20][cH:21]2)=[O:22])[cH:6][cH:7]1>>[Cl:1][c:2]1[cH:3][cH:4][c:5]([C:8]([CH3:9])([CH3:10])[NH:11][CH2:12][CH2:13][CH2:14][CH2:15][CH2:16][n:17]2[cH:18][n:19][cH:20][cH:21]2)[cH:6][cH:7]1. RXN SMILES: [CH2:1]([CH3:2])[N:3]1[CH2:4][CH:5]([CH3:23])[N:6]([C:10](=[O:11])[N:12]2[C:13]([CH3:21])([CH3:22])[c:14]3[nH:15][n:16][c:17]([NH2:20])[c:18]3[CH2:19]2)[CH2:7][CH:8]1[CH3:9].[CH3:34][C:35](=[O:36])[OH:37].[Cl:24][c:25]1[n:26][c:27]([O:32][CH3:33])[n:28][cH:29][c:30]1[F:31].[OH2:38]>>[CH2:1]([CH3:2])[N:3]1[CH2:4][CH:5]([CH3:23])[N:6]([C:10](=[O:11])[N:12]2[C:13]([CH3:21])([CH3:22])[c:14]3[nH:15][n:16][c:17]([NH:20][c:25]4[n:26][c:27]([O:32][CH3:33])[n:28][cH:29][c:30]4[F:31])[c:18]3[CH2:19]2)[CH2:7][CH:8]1[CH3:9]. Starting materials: CCN1CC(C)N(C(=O)N2Cc3c(N)n[nH]c3C2(C)C)CC1C, CC(=O)O, COc1ncc(F)c(Cl)n1, O. The product is CCN1CC(C)N(C(=O)N2Cc3c(Nc4nc(OC)ncc4F)n[nH]c3C2(C)C)CC1C. The reactants are N1N=CC2=CC(=CC=C12)C(C(C(=O)O)(C)C)C1=CC=CC=C1 (3-(1H-indazol-5-yl)-2,2-dimethyl-3-phenylpropanoic acid), NC=1SC=NN1 (2-amino-1,3,4-thiadiazole). Product: N1N=CC2=CC(=CC=C12)C(C(C(=O)NC=1SC=NN1)(C)C)C1=CC=CC=C1 (3-(1H-Indazol-5-yl)-2,2-dimethyl-3-phenyl-N-(1,3,4-thiadiazol-2-yl)propanamide), Example 30. The yield is 51.0%. Reaction SMILES: [NH:1]1[C:9]2[C:4](=[CH:5][C:6]([CH:10]([C:17]3[CH:22]=[CH:21][CH:20]=[CH:19][CH:18]=3)[C:11]([CH3:16])([CH3:15])[C:12](O)=[O:13])=[CH:7][CH:8]=2)[CH:3]=[N:2]1.[NH2:23][C:24]1[S:25][CH:26]=[N:27][N:28]=1>>[NH:1]1[C:9]2[C:4](=[CH:5][C:6]([CH:10]([C:17]3[CH:22]=[CH:21][CH:20]=[CH:19][CH:18]=3)[C:11]([CH3:16])([CH3:15])[C:12]([NH:23][C:24]3[S:25][CH:26]=[N:27][N:28]=3)=[O:13])=[CH:7][CH:8]=2)[CH:3]=[N:2]1. Procedure details: The title compound was prepared from 3-(1H-indazol-5-yl)-2,2-dimethyl-3-phenylpropanoic acid (Example 29(d)) (44 mg, 0.15 mmol) and 2-amino-1,3,4-thiadiazole using General Coupling Method A to give 29 mg (51% yield) of Example 30. MS found: (M+H)+=378. The reactants are C(C)C1=C(C(=CC=C1)CC)C1=CC(=C(C(=N1)C)COC1=C(C=CC(=C1)C(C)C)C)OC(C)C (6-(2,6-diethyl-phenyl)-4-isopropoxy-3-(5-isopropyl-2-methyl-phenoxymethyl)-2-methyl-pyridine), ClC=1C=C(C(=O)OO)C=CC1 (3-chloroperoxy-benzoic acid). Run in C(Cl)Cl (CH2Cl2), C(Cl)Cl (CH2Cl2). Reaction conditions: time 2 hour. The product is C(C)C1=C(C(=CC=C1)CC)C1=CC(=C(C(=[N+]1[O-])C)COC1=C(C=CC(=C1)C(C)C)C)OC(C)C (6-(2,6-diethyl-phenyl)-4-isopropoxy-3-(5-isopropyl-2-methyl-phenoxymethyl)-2-methyl-pyridine 1-oxide). Reaction SMILES: [CH2:1]([C:3]1[CH:8]=[CH:7][CH:6]=[C:5]([CH2:9][CH3:10])[C:4]=1[C:11]1[N:16]=[C:15]([CH3:17])[C:14]([CH2:18][O:19][C:20]2[CH:25]=[C:24]([CH:26]([CH3:28])[CH3:27])[CH:23]=[CH:22][C:21]=2[CH3:29])=[C:13]([O:30][CH:31]([CH3:33])[CH3:32])[CH:12]=1)[CH3:2].ClC1C=C(C=CC=1)C(OO)=[O:39]>C(Cl)Cl>[CH2:1]([C:3]1[CH:8]=[CH:7][CH:6]=[C:5]([CH2:9][CH3:10])[C:4]=1[C:11]1[N+:16]([O-:39])=[C:15]([CH3:17])[C:14]([CH2:18][O:19][C:20]2[CH:25]=[C:24]([CH:26]([CH3:27])[CH3:28])[CH:23]=[CH:22][C:21]=2[CH3:29])=[C:13]([O:30][CH:31]([CH3:33])[CH3:32])[CH:12]=1)[CH3:2]. Reported procedure: A mixture of 6-(2,6-diethyl-phenyl)-4-isopropoxy-3-(5-isopropyl-2-methyl-phenoxymethyl)-2-methyl-pyridine (250 mg, 0.56 mmol) and 3-chloroperoxy-benzoic acid (77%, 150 mg, 0.67 mmol) in CH2Cl2 (10 mL) is stirred at room temperature for 2 hours. The mixture is diluted with CH2Cl2 (20 mL) and washed with saturated Na2CO3, brine dried over sodium sulfate, and concentrated in vacuo. The residue is purified on PTLC (1:1 hexane EtOAc) to give 6-(2,6-diethyl-phenyl)-4-isopropoxy-3-(5-isopropyl-2-methyl...